This data is from the Open Reaction Database (ORD), a public repository of structured organic reaction records. The task is: describe an organic reaction: reactants, conditions, products, and yield Starting materials: O=C(Cl)c1ccc(Br)s1, CC(=O)OCC1OC(n2ccc3c(Cl)cccc32)C(OC(C)=O)C(OC(C)=O)C1OC(C)=O. Yields the product CC(=O)OCC1OC(n2cc(C(=O)c3ccc(Br)s3)c3c(Cl)cccc32)C(OC(C)=O)C(OC(C)=O)C1OC(C)=O. Reaction SMILES: [Br:34][c:35]1[cH:36][cH:37][c:38]([C:40](=[O:41])[Cl:42])[s:39]1.[Cl:1][c:2]1[c:3]2[cH:4][cH:5][n:6]([CH:11]3[CH:12]([O:13][C:14]([CH3:15])=[O:16])[CH:17]([O:18][C:19]([CH3:20])=[O:21])[CH:22]([O:23][C:24]([CH3:25])=[O:26])[CH:27]([CH2:29][O:30][C:31]([CH3:32])=[O:33])[O:28]3)[c:7]2[cH:8][cH:9][cH:10]1>>[Cl:1][c:2]1[c:3]2[c:4]([C:40]([c:38]3[cH:37][cH:36][c:35]([Br:34])[s:39]3)=[O:41])[cH:5][n:6]([CH:11]3[CH:12]([O:13][C:14]([CH3:15])=[O:16])[CH:17]([O:18][C:19]([CH3:20])=[O:21])[CH:22]([O:23][C:24]([CH3:25])=[O:26])[CH:27]([CH2:29][O:30][C:31]([CH3:32])=[O:33])[O:28]3)[c:7]2[cH:8][cH:9][cH:10]1. Reactants: C(C)(C)(C)OC(NCC(=O)N1CCC(CC1)NC1=C(C=CC=C1)Cl)=O ({2-[4-(2-chloro-phenylamino)-piperidin-1-yl]-2-oxo-ethyl}-carbamic acid tert-butyl ester), O1CCOCC1 (dioxane), Cl (HCl). Run in CO (methanol). Yields the product Cl.NCC(=O)N1CCC(CC1)NC1=C(C=CC=C1)Cl (2-amino-1-[4-(2-chloro-phenylamino)-piperidin-1-yl]-ethanone hydrochloride). Isolated yield 201.4%. As a reaction SMILES: C(OC(=O)[NH:7][CH2:8][C:9]([N:11]1[CH2:16][CH2:15][CH:14]([NH:17][C:18]2[CH:23]=[CH:22][CH:21]=[CH:20][C:19]=2[Cl:24])[CH2:13][CH2:12]1)=[O:10])(C)(C)C.O1CCOCC1.Cl>CO>[ClH:24].[NH2:7][CH2:8][C:9]([N:11]1[CH2:16][CH2:15][CH:14]([NH:17][C:18]2[CH:23]=[CH:22][CH:21]=[CH:20][C:19]=2[Cl:24])[CH2:13][CH2:12]1)=[O:10] |f:4.5|. Procedure: To a stirred mixture of glycine (30 g, 0.3996 mole) in 1N aqueous NaOH (39.96 g, 0.999 mole) was added tert-butanol (270 mL). The mixture was cooled to 0° C. and di-tert-butyl dicarbonate (96.42 g, 0.4395 mole) was added dropwise. The mixture was stirred at ambient temperature for 5 hours. The reaction mixture was then concentrated under reduced pressure and the resulting residue was acidified with citric acid. The product was extracted with ethyl acetate. the organic layer was washed with brine... The reactants are CC(C)(C)OC(=O)Cn1ccc2ccc(O[Si](C)(C)C(C)(C)C)cc21, CCOC(C)=O, C1CCOC1, CCCC[N+](CCCC)(CCCC)CCCC, [F-], O. Yields the product CC(C)(C)OC(=O)Cn1ccc2ccc(O)cc21. RXN SMILES: [C:1]([CH3:2])([CH3:3])([CH3:4])[O:5][C:6]([CH2:7][n:8]1[cH:9][cH:10][c:11]2[cH:12][cH:13][c:14]([O:17][Si:18]([C:19]([CH3:20])([CH3:21])[CH3:22])([CH3:23])[CH3:24])[cH:15][c:16]12)=[O:25].[C:44]([O:45][CH2:46][CH3:47])(=[O:48])[CH3:49].[CH2:51]1[O:52][CH2:53][CH2:54][CH2:55]1.[CH3:27][CH2:28][CH2:29][CH2:30][N+:31]([CH2:32][CH2:33][CH2:34][CH3:35])([CH2:36][CH2:37][CH2:38][CH3:39])[CH2:40][CH2:41][CH2:42][CH3:43].[F-:26].[OH2:50]>>[C:1]([CH3:2])([CH3:3])([CH3:4])[O:5][C:6]([CH2:7][n:8]1[cH:9][cH:10][c:11]2[cH:12][cH:13][c:14]([OH:17])[cH:15][c:16]12)=[O:25].